Task: describe an organic reaction: reactants, conditions, products, and yield. Dataset: the Open Reaction Database (ORD), a public repository of structured organic reaction records Starting materials: C1CCOC1, CC1CCCN(C)C1(C)C, CC(=O)O, CC(C)(C)OC(=O)c1ccc(F)cc1F, CN(C)C=O, O. The product is CC(C)(C)OC(=O)c1ccc(F)c(C=O)c1F. Reaction SMILES: [CH2:35]1[O:36][CH2:37][CH2:38][CH2:39]1.[CH3:1][CH:2]1[CH2:3][CH2:4][CH2:5][N:6]([CH3:7])[C:8]1([CH3:9])[CH3:10].[CH3:31][C:32](=[O:33])[OH:34].[F:11][c:12]1[c:13]([C:14](=[O:15])[O:16][C:17]([CH3:18])([CH3:19])[CH3:20])[cH:21][cH:22][c:23]([F:25])[cH:24]1.[O:26]=[CH:27][N:28]([CH3:29])[CH3:30].[OH2:40]>>[F:11][c:12]1[c:13]([C:14](=[O:15])[O:16][C:17]([CH3:18])([CH3:19])[CH3:20])[cH:21][cH:22][c:23]([F:25])[c:24]1[CH:27]=[O:26]. Reactants: C(C)(C)C1=C(C=C2C(=CN(C2=C1)C)C)OCC#N ((6-isopropyl-1,3-dimethyl-1H-indol-5-yloxy)-acetonitrile), [H-].[Na+] (sodium hydride), CI (methyl iodide). Product: C(C)(C)C1=C(C=C2C(=CN(C2=C1)C)C)OC(C#N)=CCOC (2-(6-Isopropyl-1,3-dimethyl-1H-indol-5-yloxy)-4-methoxy-but-2-enenitrile). RXN SMILES: [CH:1]([C:4]1[CH:12]=[C:11]2[C:7]([C:8]([CH3:14])=[CH:9][N:10]2[CH3:13])=[CH:6][C:5]=1[O:15][CH2:16][C:17]#[N:18])([CH3:3])[CH3:2].[H-].[Na+].CI>>[CH:1]([C:4]1[CH:12]=[C:11]2[C:7]([C:8]([CH3:14])=[CH:9][N:10]2[CH3:13])=[CH:6][C:5]=1[O:15][C:16](=[CH:4][CH2:5][O:15][CH3:16])[C:17]#[N:18])([CH3:3])[CH3:2] |f:1.2|. Procedure details: 2-(6-Isopropyl-1,3-dimethyl-1H-indol-5-yloxy)-4-methoxy-but-2-enenitrile was prepared from (6-isopropyl-1,3-dimethyl-1H-indol-5-yloxy)-acetonitrile by treatment with sodium hydride and methyl iodide using the procedure of step 6 of Example 2 above. Reactants: COC(=O)CBr, C1CCOC1, [H-], [Na+], COc1cc(C=O)ccc1O, CN(C)C=O, O. The product is COC(=O)COc1ccc(C=O)cc1OC. As a reaction SMILES: [Br:14][CH2:15][C:16](=[O:17])[O:18][CH3:19].[CH2:21]1[O:22][CH2:23][CH2:24][CH2:25]1.[H-:12].[Na+:13].[O:1]=[CH:2][c:3]1[cH:4][c:5]([O:6][CH3:7])[c:8]([OH:9])[cH:10][cH:11]1.[O:26]=[CH:27][N:28]([CH3:29])[CH3:30].[OH2:20]>>[O:1]=[CH:2][c:3]1[cH:4][c:5]([O:6][CH3:7])[c:8]([O:9][CH2:15][C:16](=[O:17])[O:18][CH3:19])[cH:10][cH:11]1. Starting materials: [Na] (sodium), C(C(C)C)N=CC1=CC=C(C=C1)O (4-(N-isobutylformimidoyl)phenol), BrC(C(=O)OCC)(C)C (ethyl 2-bromo-2-methylpropionate). Run in C(C)O (ethanol). Reaction conditions: time 10 hour. Yields the product C(C(C)C)N=CC1=CC=C(OC(C(=O)OCC)(C)C)C=C1 (ethyl 2-[4-(N-isobutylformimidoyl)phenoxy]-2-methylpropionate). Yield: 62.0%. As a reaction SMILES: [Na].[CH2:2]([N:6]=[CH:7][C:8]1[CH:13]=[CH:12][C:11]([OH:14])=[CH:10][CH:9]=1)[CH:3]([CH3:5])[CH3:4].Br[C:16]([CH3:23])([CH3:22])[C:17]([O:19][CH2:20][CH3:21])=[O:18]>C(O)C>[CH2:2]([N:6]=[CH:7][C:8]1[CH:9]=[CH:10][C:11]([O:14][C:16]([CH3:23])([CH3:22])[C:17]([O:19][CH2:20][CH3:21])=[O:18])=[CH:12][CH:13]=1)[CH:3]([CH3:5])[CH3:4] |^1:0|. Reported procedure: (a) To 100 ml of absolute ethanol is added 0.80 g of sodium, and 5.5 g of 4-(N-isobutylformimidoyl)phenol is added to the solution. Subsequently, 6.78 g of ethyl 2-bromo-2-methylpropionate is further added. The mixture is refluxed under heating and with stirring for 10 hours. After distilling off the ethanol from the reaction mixture, water is added to the residue, which is then extracted three times with benzene. The extract is washed with water twice and dried, and the solvent is removed there...